This data is from the Open Reaction Database (ORD), a public repository of structured organic reaction records. The task is: describe an organic reaction: reactants, conditions, products, and yield The reactants are CC(CO)(CCc1ccc(O)c([N+](=O)[O-])c1)NC(=O)OC(C)(C)C, CCO, [H][H]. Yields the product CC(CO)(CCc1ccc(O)c(N)c1)NC(=O)OC(C)(C)C. Reaction SMILES: [C:1]([CH3:2])([CH3:3])([CH3:4])[O:5][C:6]([NH:7][C:8]([CH2:9][CH2:10][c:11]1[cH:12][c:13]([N+:18]([O-:19])=[O:20])[c:14]([OH:17])[cH:15][cH:16]1)([CH3:21])[CH2:22][OH:23])=[O:24].[CH3:27][CH2:28][OH:29].[H:25][H:26]>>[C:1]([CH3:2])([CH3:3])([CH3:4])[O:5][C:6]([NH:7][C:8]([CH2:9][CH2:10][c:11]1[cH:12][c:13]([NH2:18])[c:14]([OH:17])[cH:15][cH:16]1)([CH3:21])[CH2:22][OH:23])=[O:24].